Dataset: the Open Reaction Database (ORD), a public repository of structured organic reaction records. Task: describe an organic reaction: reactants, conditions, products, and yield Run in C(C)O (ethanol), O1CCOCC1 (dioxane). Product: C(C)OC(=O)C1=CC(=NC2=C(C=CC=C12)O)C (4-ethoxycarbonyl-8-hydroxy-2-methylquinoline). Yield: 77.6%. The reactants are C(C1=CC=CC=C1)OC=1C=CC=C2C(=CC(=NC12)C)C(=O)OCC (8-benzyloxy-4-ethoxycarbonyl-2-methylquinoline). Reaction SMILES: C([O:8][C:9]1[CH:10]=[CH:11][CH:12]=[C:13]2[C:18]=1[N:17]=[C:16]([CH3:19])[CH:15]=[C:14]2[C:20]([O:22][CH2:23][CH3:24])=[O:21])C1C=CC=CC=1>C(O)C.O1CCOCC1.[OH-].[Pd+2].[OH-]>[CH2:23]([O:22][C:20]([C:14]1[C:13]2[C:18](=[C:9]([OH:8])[CH:10]=[CH:11][CH:12]=2)[N:17]=[C:16]([CH3:19])[CH:15]=1)=[O:21])[CH3:24] |f:3.4.5|. The reagents and catalysts are [OH-].[Pd+2].[OH-] (palladium(II) hydroxide). Reported procedure: A mixture of 8-benzyloxy-4-ethoxycarbonyl-2-methylquinoline (663 mg) and palladium(II) hydroxide (60 mg) in a mixture of ethanol (6 ml) and dioxane (6 ml) was stirred for 3 hours at ambient temperature under hydrogen atmosphere. The reaction mixture was filtered, and the filtrate was concentrated. The residue was pulverized with n-hexane to give 4-ethoxycarbonyl-8-hydroxy-2-methylquinoline (370 mg) as pale yellow solid. Conditions: time 3 hour. Reactants: CCN(Cc1cn(S(=O)(=O)N(C)C)cn1)c1ccnc(Oc2ccccc2)n1, CCO, Cl, [Na+], [OH-]. Product: CCN(Cc1c[nH]cn1)c1ccnc(Oc2ccccc2)n1. RXN SMILES: [CH3:1][N:2]([CH3:3])[S:4](=[O:5])([n:6]1[cH:7][n:8][c:9]([CH2:11][N:12]([c:13]2[n:14][c:15]([O:19][c:20]3[cH:21][cH:22][cH:23][cH:24][cH:25]3)[n:16][cH:17][cH:18]2)[CH2:26][CH3:27])[cH:10]1)=[O:28].[CH3:32][CH2:33][OH:34].[ClH:31].[Na+:30].[OH-:29]>>[nH:6]1[cH:7][n:8][c:9]([CH2:11][N:12]([c:13]2[n:14][c:15]([O:19][c:20]3[cH:21][cH:22][cH:23][cH:24][cH:25]3)[n:16][cH:17][cH:18]2)[CH2:26][CH3:27])[cH:10]1. Starting materials: NC1CCC(CC1)CNC1=NC(=NC=C1[N+](=O)[O-])NCC1=C(C=CC=C1)OC(F)(F)F (N4-(4-amino-cyclohexylmethyl)-5-nitro-N2-(2-trifluoromethoxy-benzyl)-pyrimidine-2,4-diamine), C(C)(C)N(C(C)C)CC (N,N-diisopropylethylamine), COC(CCCI)=O (methyl-4-iodobutyrate). Run in CN(C)C=O.CS(=O)C (DMF DMSO). Reaction conditions: time 8 hour. Product: COC(CCCNC1CCC(CC1)CNC1=NC(=NC=C1[N+](=O)[O-])NCC1=C(C=CC=C1)OC(F)(F)F)=O (4-(4-{[5-nitro-2-(2-trifluoromethoxy-benzylamino)-pyrimidin-4-ylamino]-methyl}-cyclohexylamino)-butyric acid methyl ester). Yield: 53.1%. As a reaction SMILES: [NH2:1][CH:2]1[CH2:7][CH2:6][CH:5]([CH2:8][NH:9][C:10]2[C:15]([N+:16]([O-:18])=[O:17])=[CH:14][N:13]=[C:12]([NH:19][CH2:20][C:21]3[CH:26]=[CH:25][CH:24]=[CH:23][C:22]=3[O:27][C:28]([F:31])([F:30])[F:29])[N:11]=2)[CH2:4][CH2:3]1.C(N(CC)C(C)C)(C)C.[CH3:41][O:42][C:43](=[O:48])[CH2:44][CH2:45][CH2:46]I>CN(C=O)C.CS(C)=O>[CH3:41][O:42][C:43](=[O:48])[CH2:44][CH2:45][CH2:46][NH:1][CH:2]1[CH2:3][CH2:4][CH:5]([CH2:8][NH:9][C:10]2[C:15]([N+:16]([O-:18])=[O:17])=[CH:14][N:13]=[C:12]([NH:19][CH2:20][C:21]3[CH:26]=[CH:25][CH:24]=[CH:23][C:22]=3[O:27][C:28]([F:30])([F:31])[F:29])[N:11]=2)[CH2:6][CH2:7]1 |f:3.4|. Procedure: To a solution of N4-(4-amino-cyclohexylmethyl)-5-nitro-N2-(2-trifluoromethoxy-benzyl)-pyrimidine-2,4-diamine (80 mg, 0.182 mmol) in 2:1 DMF/DMSO (0.6 mL) was added N,N-diisopropylethylamine (32 μL, 0.272 mmol) followed by methyl-4-iodobutyrate (19 μL, 0.136 mmol). The mixture was stirred at room temperature overnight then partitioned with EtOAc (15 mL) and water (10 mL). The layers were separated and the organics dried over Na2SO4. After concentration in vacuo, the residue was purified by column...